This data is from the Open Reaction Database (ORD), a public repository of structured organic reaction records. The task is: describe an organic reaction: reactants, conditions, products, and yield Starting materials: COC=1C=C2C(=NC(=NC2=CC1OC)N(C)CC1(CCNCC1)C1=CC=CC=C1)N (6,7-Dimethoxy-N2-(4-phenyl-piperidin-4-ylmethyl)-N2-methyl-quinazoline-2,4-diamine), C(CCC)#N (butyronitrile), C(CCC)#N (butyronitrile). The reagents and catalysts are Cl[Cu] (CuCl), Cl[Cu] (CuCl). Solvent: C(C)O (ethanol). Conditions: temperature 90 celsius. Yields the product N=C(CCC)N1CCC(CC1)(C1=CC=CC=C1)CN(C1=NC2=CC(=C(C=C2C(=N1)N)OC)OC)C (N2-[1-(1-Imino-butyl)-4-phenyl-piperidin-4-ylmethyl]-6,7-dimethoxy-N2-methyl-quinazoline-2,4-diamine). As a reaction SMILES: [CH3:1][O:2][C:3]1[CH:4]=[C:5]2[C:10](=[CH:11][C:12]=1[O:13][CH3:14])[N:9]=[C:8]([N:15]([CH2:17][C:18]1([C:24]3[CH:29]=[CH:28][CH:27]=[CH:26][CH:25]=3)[CH2:23][CH2:22][NH:21][CH2:20][CH2:19]1)[CH3:16])[N:7]=[C:6]2[NH2:30].[C:31](#[N:35])[CH2:32][CH2:33][CH3:34]>Cl[Cu].C(O)C>[NH:35]=[C:31]([N:21]1[CH2:20][CH2:19][C:18]([CH2:17][N:15]([CH3:16])[C:8]2[N:7]=[C:6]([NH2:30])[C:5]3[C:10](=[CH:11][C:12]([O:13][CH3:14])=[C:3]([O:2][CH3:1])[CH:4]=3)[N:9]=2)([C:24]2[CH:29]=[CH:28][CH:27]=[CH:26][CH:25]=2)[CH2:23][CH2:22]1)[CH2:32][CH2:33][CH3:34]. Procedure details: To 6,7-dimethoxy-N2-(4-phenyl-piperidin-4-ylmethyl)-N2-methyl-quinazoline-2,4-diamine 11 (129.8 mg) was added CuCl (31.8 mg), butyronitrile (84 μl), and ethanol (1.0 ml). The reaction mixture was heated in a 90° C. block for one day. Additional CuCl (31.8 mg) and butyronitrile (84 μl) were added and the reaction heated for an additional day. This was chromatographed on silica gel to provide N2-[1-(1-imino-butyl)-4-phenyl-piperidin-4-ylmethyl]-6,7-dimethoxy-N2-methyl-quinazoline-2,4-diamine 17 as... Starting materials: C(CC(C)C)(=O)O (isovaleric acid), C(CCCCCCCCCCC(=O)O)(=O)OC (methyl hydrogen dodecanedioate). The product is CC(CCCCCCCCCCCC(=O)O)C (13-methyltetradecanoic acid). As a reaction SMILES: [C:1](O)(=O)[CH2:2][CH:3](C)C.[C:8]([O:23]C)(=[O:22])[CH2:9][CH2:10][CH2:11][CH2:12][CH2:13][CH2:14][CH2:15][CH2:16][CH2:17][CH2:18][C:19](O)=O>>[CH3:1][CH:2]([CH3:3])[CH2:19][CH2:18][CH2:17][CH2:16][CH2:15][CH2:14][CH2:13][CH2:12][CH2:11][CH2:10][CH2:9][C:8]([OH:23])=[O:22]. Procedure: 13-methyltetradecanoic acid is synthesized electrolytically from isovaleric acid and methyl hydrogen dodecanedioate in methanolic solution, based on Kolbe electrolysis. The reactants are Cc1ccccc1, ClC(Cl)Cl, O=S(Cl)Cl, OCc1nnc(-c2ccc(-c3ccccc3)cc2)n1-c1ccccc1F. The product is Fc1ccccc1-n1c(CCl)nnc1-c1ccc(-c2ccccc2)cc1. Reaction SMILES: [CH3:35][c:36]1[cH:37][cH:38][cH:39][cH:40][cH:41]1.[CH:31]([Cl:32])([Cl:33])[Cl:34].[S:27]([Cl:28])([Cl:29])=[O:30].[c:1]1(-[c:21]2[cH:22][cH:23][cH:24][cH:25][cH:26]2)[cH:2][cH:3][c:4](-[c:7]2[n:8](-[c:14]3[c:15]([F:20])[cH:16][cH:17][cH:18][cH:19]3)[c:9]([CH2:12][OH:13])[n:10][n:11]2)[cH:5][cH:6]1>>[c:1]1(-[c:21]2[cH:22][cH:23][cH:24][cH:25][cH:26]2)[cH:2][cH:3][c:4](-[c:7]2[n:8](-[c:14]3[c:15]([F:20])[cH:16][cH:17][cH:18][cH:19]3)[c:9]([CH2:12][Cl:29])[n:10][n:11]2)[cH:5][cH:6]1. The product is O=[N+]([O-])c1ccc2c(c1)Cc1ncccc1-2. Reaction SMILES: [OH:1][N+:2]([O-:3])=[O:4].[S:18](=[O:19])(=[O:20])([OH:21])[OH:22].[n:5]1[c:6]2[c:7]([cH:8][cH:9][cH:10]1)-[c:11]1[cH:12][cH:13][cH:14][cH:15][c:16]1[CH2:17]2>>[O-:1][N+:2](=[O:4])[c:14]1[cH:13][cH:12][c:11]2[c:16]([cH:15]1)[CH2:17][c:6]1[n:5][cH:10][cH:9][cH:8][c:7]1-2. The reactants are O=[N+]([O-])O, O=S(=O)(O)O, c1ccc2c(c1)Cc1ncccc1-2. Reactants: NC1=CC=C(C=N1)S(=O)(=O)N1CCN(CC1)C1=CC=C(C=C1)[C@](C(F)(F)F)(C)O ((2S)-2-(4-(4-((6-amino-3-pyridinyl)sulfonyl)-1-piperazinyl)phenyl)-1,1,1-trifluoro-2-propanol), NC1=CC=C(C=N1)S(=O)(=O)N1CCN(CC1)C1=CC=C(C=C1)[C@@](C(F)(F)F)(C)O ((2R)-2-(4-(4-((6-amino-3-pyridinyl)sulfonyl)-1-piperazinyl)phenyl)-1,1,1-trifluoro-2-propanol), CCCN(CCC)C(=S)NC(=O)C1=CC(=C(C(=C1)OC)OC)OC (MS-2). Product: NC1=CC=C(C=N1)S(=O)(=O)N1CCN(CC1)C1=CC=C(C=C1)C(C(F)(F)F)(C)O (2-(4-(4-((6-amino-3-pyridinyl)sulfonyl)-1-piperazinyl)phenyl)-1,1,1-trifluoro-2-propanol). RXN SMILES: [NH2:1][C:2]1[N:7]=[CH:6][C:5]([S:8]([N:11]2[CH2:16][CH2:15][N:14]([C:17]3[CH:22]=[CH:21][C:20]([C@@:23]([OH:29])([CH3:28])[C:24]([F:27])([F:26])[F:25])=[CH:19][CH:18]=3)[CH2:13][CH2:12]2)(=[O:10])=[O:9])=[CH:4][CH:3]=1.NC1N=CC(S(N2CCN(C3C=CC([C@](O)(C)C(F)(F)F)=CC=3)CC2)(=O)=O)=CC=1.CCCN(C(NC(C1C=C(OC)C(OC)=C(OC)C=1)=O)=S)CCC>>[NH2:1][C:2]1[N:7]=[CH:6][C:5]([S:8]([N:11]2[CH2:12][CH2:13][N:14]([C:17]3[CH:18]=[CH:19][C:20]([C:23]([OH:29])([CH3:28])[C:24]([F:26])([F:27])[F:25])=[CH:21][CH:22]=3)[CH2:15][CH2:16]2)(=[O:9])=[O:10])=[CH:4][CH:3]=1. Reported procedure: (2S)-2-(4-(4-((6-amino-3-pyridinyl)sulfonyl)-1-piperazinyl)phenyl)-1,1,1-trifluoro-2-propanol and (2R)-2-(4-(4-((6-amino-3-pyridinyl)sulfonyl)-1-piperazinyl)phenyl)-1,1,1-trifluoro-2-propanol. 1H NMR (400 MHz, CD3OD) δ=8.30 (d, J=2.2 Hz, 1H), 7.74 (dd, J=2.4, 8.9 Hz, 1H), 7.46 (d, J=8.8 Hz, 2H), 6.95 (d, J=9.0 Hz, 2H), 6.64 (d, J=9.0 Hz, 1H), 3.30-3.24 (m, 4H), 3.18-3.08 (m, 4H), 1.68 (s, 3H). m/z (ESI, +ve ion) 431.1 (M+H)+. GK-GKRP IC50 (Binding)=0.359 μM; GK-GKRP EC50 (LC MS/MS-2)=0.605 μM. Starting materials: CO, CC(C)=O, CSc1ccc(C=C2C(C)=C(CC(=O)O)c3cc(F)c(F)cc32)cc1, [O-][I+3]([O-])([O-])[O-], [Na+], O. Product: CC1=C(CC(=O)O)c2cc(F)c(F)cc2C1=Cc1ccc(S(C)=O)cc1. As a reaction SMILES: [CH3:26][OH:27].[CH3:34][C:35](=[O:36])[CH3:37].[F:1][c:2]1[cH:3][c:4]2[c:8]([cH:9][c:10]1[F:11])[C:7](=[CH:12][c:13]1[cH:14][cH:15][c:16]([S:19][CH3:20])[cH:17][cH:18]1)[C:6]([CH3:21])=[C:5]2[CH2:22][C:23](=[O:24])[OH:25].[I+3:28]([O-:29])([O-:30])([O-:31])[O-:32].[Na+:33].[OH2:38]>>[F:1][c:2]1[cH:3][c:4]2[c:8]([cH:9][c:10]1[F:11])[C:7](=[CH:12][c:13]1[cH:14][cH:15][c:16]([S:19]([CH3:20])=[O:29])[cH:17][cH:18]1)[C:6]([CH3:21])=[C:5]2[CH2:22][C:23](=[O:24])[OH:25].